Task: describe an organic reaction: reactants, conditions, products, and yield. Dataset: the Open Reaction Database (ORD), a public repository of structured organic reaction records The product is O=C(CCC1=C(C=C(C=C1C(C)C)C(C)C)C(C)C)C=1C(=C(C(=CC1)C(C)C)OS(N)(=O)=O)C(C)C (Sulfamic acid[1-oxo-3-[2,4,6-tris(1-methylethyl)phenyl]propyl]-2,6-bis(1-methylethyl)phenyl ester). Reactants: CC(C)C1=C(C(=CC=C1)C(C)C)CC(=O)C=1C(=C(C(=CC1)C(C)C)OS(N)(=O)=O)C(C)C (Sulfamic acid[[2,6-bis(1-methylethyl)phenyl]acetyl]-2,6-bis(1-methylethyl)phenyl ester), C(C)(C)C1=C(C(=CC=C1)C(C)C)CC(=O)O (2,6-diisopropylphenylacetic acid), CC(C)C1=C(C(=CC(=C1)C(C)C)C(C)C)CCC(=O)O (3-[2,4,6-tris(1-methylethyl)phenyl]propionic acid). Procedure: This compound was prepared in the same manner as for the title compound of Example 1, except that 2,6-diisopropylphenylacetic acid was replaced with 3-[2,4,6-tris(1-methylethyl)phenyl]propionic acid, mp 138°-141° C. As a reaction SMILES: CC(C1C=CC=C(C(C)C)C=1CC([C:16]1[C:17]([CH:30]([CH3:32])[CH3:31])=[C:18]([O:25][S:26](=[O:29])(=[O:28])[NH2:27])[C:19]([CH:22]([CH3:24])[CH3:23])=[CH:20][CH:21]=1)=O)C.C(C1C=CC=C(C(C)C)C=1CC(O)=O)(C)C.[CH3:49][CH:50]([C:52]1[CH:57]=[C:56]([CH:58]([CH3:60])[CH3:59])[CH:55]=[C:54]([CH:61]([CH3:63])[CH3:62])[C:53]=1[CH2:64][CH2:65][C:66](O)=[O:67])[CH3:51]>>[O:67]=[C:66]([C:16]1[C:17]([CH:30]([CH3:32])[CH3:31])=[C:18]([O:25][S:26](=[O:28])(=[O:29])[NH2:27])[C:19]([CH:22]([CH3:24])[CH3:23])=[CH:20][CH:21]=1)[CH2:65][CH2:64][C:53]1[C:52]([CH:50]([CH3:49])[CH3:51])=[CH:57][C:56]([CH:58]([CH3:60])[CH3:59])=[CH:55][C:54]=1[CH:61]([CH3:63])[CH3:62]. The reactants are O=C([O-])[O-], FC(F)(F)c1cnc(Cl)cc1I, [Cs+], [Cs+], C1COCCO1, O=C(C=Cc1ccccc1)C=Cc1ccccc1, O=C(C=Cc1ccccc1)C=Cc1ccccc1, O=C(C=Cc1ccccc1)C=Cc1ccccc1, [Pd], [Pd], Nc1ccccc1-c1ncccn1. Yields the product FC(F)(F)c1cnc(Cl)cc1Nc1ccccc1-c1ncccn1. As a reaction SMILES: [C:26](=[O:27])([O-:28])[O-:29].[Cl:1][c:2]1[n:3][cH:4][c:5]([C:9]([F:10])([F:11])[F:12])[c:6]([I:8])[cH:7]1.[Cs+:30].[Cs+:31].[O:32]1[CH2:33][CH2:34][O:35][CH2:36][CH2:37]1.[O:40]=[C:41]([CH:42]=[CH:43][c:44]1[cH:45][cH:46][cH:47][cH:48][cH:49]1)[CH:50]=[CH:51][c:52]1[cH:53][cH:54][cH:55][cH:56][cH:57]1.[O:58]=[C:59]([CH:60]=[CH:61][c:62]1[cH:63][cH:64][cH:65][cH:66][cH:67]1)[CH:68]=[CH:69][c:70]1[cH:71][cH:72][cH:73][cH:74][cH:75]1.[O:76]=[C:77]([CH:78]=[CH:79][c:80]1[cH:81][cH:82][cH:83][cH:84][cH:85]1)[CH:86]=[CH:87][c:88]1[cH:89][cH:90][cH:91][cH:92][cH:93]1.[Pd:38].[Pd:39].[n:13]1[c:14](-[c:19]2[c:20]([NH2:21])[cH:22][cH:23][cH:24][cH:25]2)[n:15][cH:16][cH:17][cH:18]1>>[Cl:1][c:2]1[n:3][cH:4][c:5]([C:9]([F:10])([F:11])[F:12])[c:6]([NH:21][c:20]2[c:19](-[c:14]3[n:13][cH:18][cH:17][cH:16][n:15]3)[cH:25][cH:24][cH:23][cH:22]2)[cH:7]1. Reactants: COCC1CCCN1, CS(C)=O, Clc1nccnc1Oc1ccc(Nc2nc3ccccc3s2)cc1. The product is COCC1CCCN1c1nccnc1Oc1ccc(Nc2nc3ccccc3s2)cc1. RXN SMILES: [CH3:25][O:26][CH2:27][CH:28]1[NH:29][CH2:30][CH2:31][CH2:32]1.[CH3:33][S:34]([CH3:35])=[O:36].[Cl:1][c:2]1[c:3]([O:8][c:9]2[cH:10][cH:11][c:12]([NH:15][c:16]3[s:17][c:18]4[c:19]([n:20]3)[cH:21][cH:22][cH:23][cH:24]4)[cH:13][cH:14]2)[n:4][cH:5][cH:6][n:7]1>>[c:2]1([N:29]2[CH:28]([CH2:27][O:26][CH3:25])[CH2:32][CH2:31][CH2:30]2)[c:3]([O:8][c:9]2[cH:10][cH:11][c:12]([NH:15][c:16]3[s:17][c:18]4[c:19]([n:20]3)[cH:21][cH:22][cH:23][cH:24]4)[cH:13][cH:14]2)[n:4][cH:5][cH:6][n:7]1.